Dataset: the Open Reaction Database (ORD), a public repository of structured organic reaction records. Task: describe an organic reaction: reactants, conditions, products, and yield Starting materials: CC(C)(C)[Si](C)(C)Cl, CCCCCC, CN(C)C=O, ONCc1ccccc1Cl, c1c[nH]cn1. The product is CC(C)(C)[Si](C)(C)ONCc1ccccc1Cl. RXN SMILES: [C:16]([CH3:17])([CH3:18])([CH3:19])[Si:20]([CH3:21])([CH3:22])[Cl:23].[CH3:24][CH2:25][CH2:26][CH2:27][CH2:28][CH3:29].[CH3:30][N:31]([CH3:32])[CH:33]=[O:34].[Cl:1][c:2]1[c:3]([CH2:8][NH:9][OH:10])[cH:4][cH:5][cH:6][cH:7]1.[nH:11]1[cH:12][cH:13][n:14][cH:15]1>>[Cl:1][c:2]1[c:3]([CH2:8][NH:9][O:10][Si:20]([C:16]([CH3:17])([CH3:18])[CH3:19])([CH3:21])[CH3:22])[cH:4][cH:5][cH:6][cH:7]1.